This data is from the Open Reaction Database (ORD), a public repository of structured organic reaction records. The task is: describe an organic reaction: reactants, conditions, products, and yield The reactants are CCn1c(=O)c(CSc2ccc(C)cc2)nc2ccccc21, C1CCOC1, O, O. Product: CCn1c(=O)c(CS(=O)(=O)c2ccc(C)cc2)nc2ccccc21. Reaction SMILES: [CH2:1]([CH3:2])[n:3]1[c:4](=[O:22])[c:5]([CH2:13][S:14][c:15]2[cH:16][cH:17][c:18]([CH3:21])[cH:19][cH:20]2)[n:6][c:7]2[cH:8][cH:9][cH:10][cH:11][c:12]12.[CH2:24]1[O:25][CH2:26][CH2:27][CH2:28]1.[OH2:23].[OH2:29]>>[CH2:1]([CH3:2])[n:3]1[c:4](=[O:22])[c:5]([CH2:13][S:14]([c:15]2[cH:16][cH:17][c:18]([CH3:21])[cH:19][cH:20]2)(=[O:23])=[O:29])[n:6][c:7]2[cH:8][cH:9][cH:10][cH:11][c:12]12. Reactants: ClC1=NC(=CC=C1)C (2-chloro-6-methylpyridine), C([O-])([O-])=O.[K+].[K+] (potassium carbonate), C(C)(=O)NC1=CC=NC=C1 (4-acetamidopyridine). Run in S1(=O)(=O)CCCC1 (sulfolane). Conditions: time 24 hour. The product is C(C)(=O)NC1CCN(CC1)C1=NC(=CC=C1)C (4-acetamido-1-(6-methyl-2-pyridyl)piperidine). Isolated yield 28.0%. As a reaction SMILES: Cl[C:2]1[CH:7]=[CH:6][CH:5]=[C:4]([CH3:8])[N:3]=1.C(=O)([O-])[O-].[K+].[K+].[C:15]([NH:18][C:19]1[CH:24]=[CH:23][N:22]=[CH:21][CH:20]=1)(=[O:17])[CH3:16]>S1(CCCC1)(=O)=O>[C:15]([NH:18][CH:19]1[CH2:24][CH2:23][N:22]([C:2]2[CH:7]=[CH:6][CH:5]=[C:4]([CH3:8])[N:3]=2)[CH2:21][CH2:20]1)(=[O:17])[CH3:16] |f:1.2.3|. Procedure details: 0.042 mole of 2-chloro-6-methylpyridine, 0.056 mole of anhydrous potassium carbonate and 0.052 mole of 4-acetamidopyridine in 75 ml of sulfolane are heated to 150° C. with stirring for 24 hours, then the sulfolane is concentrated up to 1.5 of its volume, the mixture is poured into 100 ml of water and extraction is effected four times with 150 ml of diethyl ether. The organic phase is washed with water, it is dried over anhydrous sodium sulfate, concentrated to dryness and the residue is crystall... Yields the product N1(CCOCC1)C1=CC2=C(NC(CC(=N2)C2=CC(=CC=C2)N2N=CC=C2)=O)C=C1C(F)(F)F (7-Morpholin-4-yl-4-(3-pyrazol-1-yl-phenyl)-8-trifluoromethyl-1,3-dihydro-benzo[b][1,4]diazepin-2-one), solid. Starting materials: C(C)(C)(C)OC(NC1=C(C=C(C(=C1)N1CCOCC1)C(F)(F)F)NC(CC(C1=CC(=CC=C1)N1N=CC=C1)=O)=O)=O ({5-morpholin-4-yl-2-[3-oxo-3-(3-pyrazol-1-yl-phenyl)-propionylamino]-4-trifluoromethyl-phenyl}-carbamic acid tert.-butyl ester), C(=O)(C(F)(F)F)O (TFA). RXN SMILES: C(OC(=O)[NH:7][C:8]1[CH:13]=[C:12]([N:14]2[CH2:19][CH2:18][O:17][CH2:16][CH2:15]2)[C:11]([C:20]([F:23])([F:22])[F:21])=[CH:10][C:9]=1[NH:24][C:25](=[O:40])[CH2:26][C:27](=O)[C:28]1[CH:33]=[CH:32][CH:31]=[C:30]([N:34]2[CH:38]=[CH:37][CH:36]=[N:35]2)[CH:29]=1)(C)(C)C.C(O)(C(F)(F)F)=O>C(Cl)Cl>[N:14]1([C:12]2[C:11]([C:20]([F:22])([F:21])[F:23])=[CH:10][C:9]3[NH:24][C:25](=[O:40])[CH2:26][C:27]([C:28]4[CH:33]=[CH:32][CH:31]=[C:30]([N:34]5[CH:38]=[CH:37][CH:36]=[N:35]5)[CH:29]=4)=[N:7][C:8]=3[CH:13]=2)[CH2:15][CH2:16][O:17][CH2:18][CH2:19]1. Reported procedure: The title compound was prepared from {5-morpholin-4-yl-2-[3-oxo-3-(3-pyrazol-1-yl-phenyl)-propionylamino]-4-trifluoromethyl-phenyl}-carbamic acid tert.-butyl ester (Example M32) (322 mg, 0.56 mmol) by treatment with TFA in CH2Cl2 according to the general procedure N. Obtained as an off-white solid (146 mg). Run in C(Cl)Cl (CH2Cl2). The reactants are P(=O)(Cl)(Cl)Cl (Phosphorous oxychloride), BrC1=CN=C2C(=C(C=NC2=C1)[N+](=O)[O-])O (7-bromo-3-nitro[1,5]naphthyridin-4-ol), ice water. The solvent is CN(C=O)C (N,N-dimethylformamide). Yields the product BrC1=CN=C2C(=C(C=NC2=C1)[N+](=O)[O-])Cl (7-bromo-4-chloro-3-nitro[1,5]naphthyridine). Isolated yield 84.9%. Reaction SMILES: P(Cl)(Cl)([Cl:3])=O.[Br:6][C:7]1[CH:16]=[C:15]2[C:10]([C:11](O)=[C:12]([N+:17]([O-:19])=[O:18])[CH:13]=[N:14]2)=[N:9][CH:8]=1>CN(C)C=O>[Br:6][C:7]1[CH:16]=[C:15]2[C:10]([C:11]([Cl:3])=[C:12]([N+:17]([O-:19])=[O:18])[CH:13]=[N:14]2)=[N:9][CH:8]=1. Procedure: Phosphorous oxychloride (24 mL, 257.7 mmol) was added slowly dropwise to a 0° C. suspension of 7-bromo-3-nitro[1,5]naphthyridin-4-ol (60.00 g, 222.2 mmol) in N,N-dimethylformamide (DMF; 410 mL), maintaining the temperature below 10° C. After addition was completed, the reaction was allowed to warm to ambient temperature over a 3 hour period. The reaction mixture was then added to ice water (1700 mL) with stirring. A solid precipitate formed, which was isolated by vacuum filtration and rinsed wit... The reactants are O=C([O-])[O-], CS(N)(=O)=O, CN1CCCC1=O, O=C(NCC(O)CN1CCC(Oc2ccc(Cl)c(Cl)c2)CC1)c1cnc(Cl)cc1C(F)(F)F, [K+], [K+]. The product is CS(=O)(=O)Nc1cc(C(F)(F)F)c(C(=O)NCC(O)CN2CCC(Oc3ccc(Cl)c(Cl)c3)CC2)cn1. As a reaction SMILES: [C:39](=[O:40])([O-:41])[O-:42].[CH3:34][S:35](=[O:36])(=[O:37])[NH2:38].[CH3:45][N:46]1[CH2:47][CH2:48][CH2:49][C:50]1=[O:51].[Cl:1][c:2]1[n:3][cH:4][c:5]([C:6](=[O:7])[NH:8][CH2:9][CH:10]([CH2:11][N:12]2[CH2:13][CH2:14][CH:15]([O:18][c:19]3[cH:20][c:21]([Cl:26])[c:22]([Cl:25])[cH:23][cH:24]3)[CH2:16][CH2:17]2)[OH:27])[c:28]([C:30]([F:31])([F:32])[F:33])[cH:29]1.[K+:43].[K+:44]>>[c:2]1([NH:38][S:35]([CH3:34])(=[O:36])=[O:37])[n:3][cH:4][c:5]([C:6](=[O:7])[NH:8][CH2:9][CH:10]([CH2:11][N:12]2[CH2:13][CH2:14][CH:15]([O:18][c:19]3[cH:20][c:21]([Cl:26])[c:22]([Cl:25])[cH:23][cH:24]3)[CH2:16][CH2:17]2)[OH:27])[c:28]([C:30]([F:31])([F:32])[F:33])[cH:29]1. The reactants are Cl, [Na+], O=C([O-])O, CON, C1COCCO1, O, CC12CCC(O)CC1CCC1C2CCC2(C)C(C=O)CCC12O. Yields the product CON=CC1CCC2(O)C3CCC4CC(O)CCC4(C)C3CCC12C. Reaction SMILES: [ClH:1].[Na+:9].[O-:5][C:6]([OH:7])=[O:8].[O:2]([CH3:3])[NH2:4].[O:33]1[CH2:34][CH2:35][O:36][CH2:37][CH2:38]1.[OH2:39].[OH:10][CH:11]1[CH2:12][CH:13]2[CH2:14][CH2:15][CH:16]3[C:17]4([OH:32])[CH2:18][CH2:19][CH:20]([CH:30]=[O:31])[C:21]4([CH3:22])[CH2:23][CH2:24][CH:25]3[C:26]2([CH3:29])[CH2:27][CH2:28]1>>[O:2]([CH3:3])[N:4]=[CH:30][CH:20]1[CH2:19][CH2:18][C:17]2([OH:32])[CH:16]3[CH2:15][CH2:14][CH:13]4[CH2:12][CH:11]([OH:10])[CH2:28][CH2:27][C:26]4([CH3:29])[CH:25]3[CH2:24][CH2:23][C:21]21[CH3:22]. Starting materials: CCN=C=NCCCN(C)C, CN(C)C=O, O=S(=O)(c1cc2cc(Cl)ccc2[nH]1)N1CCNCC1, Cl, O=C(O)c1ccc(-c2ccncc2)nc1. Yields the product O=C(c1ccc(-c2ccncc2)nc1)N1CCN(S(=O)(=O)c2cc3cc(Cl)ccc3[nH]2)CC1. Reaction SMILES: [CH3:36][N:37]([CH3:38])[CH2:39][CH2:40][CH2:41][N:42]=[C:43]=[N:44][CH2:45][CH3:46].[CH3:47][N:48]([CH3:49])[CH:50]=[O:51].[Cl:16][c:17]1[cH:18][c:19]2[cH:20][c:21]([S:26](=[O:27])(=[O:28])[N:29]3[CH2:30][CH2:31][NH:32][CH2:33][CH2:34]3)[nH:22][c:23]2[cH:24][cH:25]1.[ClH:35].[n:1]1[cH:2][cH:3][c:4](-[c:7]2[n:8][cH:9][c:10]([C:11](=[O:12])[OH:13])[cH:14][cH:15]2)[cH:5][cH:6]1>>[n:1]1[cH:2][cH:3][c:4](-[c:7]2[n:8][cH:9][c:10]([C:11](=[O:13])[N:32]3[CH2:31][CH2:30][N:29]([S:26]([c:21]4[cH:20][c:19]5[cH:18][c:17]([Cl:16])[cH:25][cH:24][c:23]5[nH:22]4)(=[O:27])=[O:28])[CH2:34][CH2:33]3)[cH:14][cH:15]2)[cH:5][cH:6]1.